From a dataset of the Open Reaction Database (ORD), a public repository of structured organic reaction records. describe an organic reaction: reactants, conditions, products, and yield Starting materials: O=C([O-])[O-], CCO, I, CN(C)CCN1C(=O)CCCc2cccc(N)c21, [Na+], [Na+], CSC(=N)c1cccs1. Yields the product CN(C)CCN1C(=O)CCCc2cccc(NC(=N)c3cccs3)c21. Reaction SMILES: [C:32](=[O:33])([O-:34])[O-:35].[CH3:29][CH2:30][OH:31].[IH:19].[NH2:1][c:2]1[cH:3][cH:4][cH:5][c:6]2[c:7]1[N:8]([CH2:14][CH2:15][N:16]([CH3:17])[CH3:18])[C:9](=[O:13])[CH2:10][CH2:11][CH2:12]2.[Na+:36].[Na+:37].[s:20]1[c:21]([C:25](=[NH:26])[S:27][CH3:28])[cH:22][cH:23][cH:24]1>>[NH:1]([c:2]1[cH:3][cH:4][cH:5][c:6]2[c:7]1[N:8]([CH2:14][CH2:15][N:16]([CH3:17])[CH3:18])[C:9](=[O:13])[CH2:10][CH2:11][CH2:12]2)[C:25]([c:21]1[s:20][cH:24][cH:23][cH:22]1)=[NH:26]. The reactants are [N+](=O)(O)[O-] (nitric acid), FC=1C=C(C(=O)O)C=CC1 (3-fluorobenzoic acid), O (water). The solvent is S(O)(O)(=O)=O (sulphuric acid). Conditions: time 1 hour. The product is FC=1C=CC(=C(C(=O)O)C1)[N+](=O)[O-] (5-fluoro-2-nitrobenzoic acid). The yield is 92.9%. As a reaction SMILES: [F:1][C:2]1[CH:3]=[C:4]([CH:8]=[CH:9][CH:10]=1)[C:5]([OH:7])=[O:6].[N+:11]([O-])([OH:13])=[O:12].O>S(=O)(=O)(O)O>[F:1][C:2]1[CH:10]=[CH:9][C:8]([N+:11]([O-:13])=[O:12])=[C:4]([CH:3]=1)[C:5]([OH:7])=[O:6]. Procedure details: To a solution of 3-fluorobenzoic acid (7.9 g, 56 mmol) in conc. sulphuric acid (50 mL) cooled to 0° C. was added fuming nitric acid (4.7 g, 67 mmol) dropwise. After the addition the solution was warmed to room temperature and stirring continued for 1 h. The solution was poured into water (750 mL) and extracted with ethyl acetate (3×100 mL). The combined extracts were dried (MgSO4) and concentrated in vacuo to yield 5-fluoro-2-nitrobenzoic acid as a pale yellow solid (9.6 g, 52 mmol, 93%).